Dataset: the Open Reaction Database (ORD), a public repository of structured organic reaction records. Task: describe an organic reaction: reactants, conditions, products, and yield Procedure details: To 1-(benzo[d][1,3]dioxol-5-yl)cyclopropanecarbonyl chloride (45 mg, 0.2 mmol) in pyridine (2 mL) was added N-(2-(trifluoromethyl)pyridin-4-yl)pyridin-2-amine (48 mg, 0.2 mmol) and the reaction mixture was stirred at 115° C. for 15 hours. The solvent was evaporated to dryness and the residue redissolved in DMF, filtered and purified by reverse-phase preparative liquid chromatography utilizing a gradient of 0-99% acetonitrile in water containing 0.05% trifluoracetic acid to yield the pure product... Run in N1=CC=CC=C1 (pyridine). RXN SMILES: [O:1]1[C:5]2[CH:6]=[CH:7][C:8]([C:10]3([C:13](Cl)=[O:14])[CH2:12][CH2:11]3)=[CH:9][C:4]=2[O:3][CH2:2]1.[F:16][C:17]([F:32])([F:31])[C:18]1[CH:23]=[C:22]([NH:24][C:25]2[CH:30]=[CH:29][CH:28]=[CH:27][N:26]=2)[CH:21]=[CH:20][N:19]=1>N1C=CC=CC=1>[O:1]1[C:5]2[CH:6]=[CH:7][C:8]([C:10]3([C:13]([N:24]([C:25]4[CH:30]=[CH:29][CH:28]=[CH:27][N:26]=4)[C:22]4[CH:21]=[CH:20][N:19]=[C:18]([C:17]([F:32])([F:16])[F:31])[CH:23]=4)=[O:14])[CH2:12][CH2:11]3)=[CH:9][C:4]=2[O:3][CH2:2]1. The reactants are O1COC2=C1C=CC(=C2)C2(CC2)C(=O)Cl (1-(benzo[d][1,3]dioxol-5-yl)cyclopropanecarbonyl chloride), FC(C1=NC=CC(=C1)NC1=NC=CC=C1)(F)F (N-(2-(trifluoromethyl)pyridin-4-yl)pyridin-2-amine). Reaction conditions: temperature 115 celsius, time 15 hour. Yields the product O1COC2=C1C=CC(=C2)C2(CC2)C(=O)N(C2=CC(=NC=C2)C(F)(F)F)C2=NC=CC=C2 (1-(benzo[d][1,3]dioxol-5-yl)-N-(pyridin-2-yl)-N-(2-(trifluoromethyl)pyridin-4-yl)cyclopropanecarboxamide).